From a dataset of the Open Reaction Database (ORD), a public repository of structured organic reaction records. describe an organic reaction: reactants, conditions, products, and yield The reactants are C(C)N(CCCCOC=1C=C2C=CNC2=CC1)CC (Diethyl-[4-(1H-indol-5-yloxy)-butyl]-amine), BrC1=CC(=CC=C1)F (1-bromo-3-fluoro-benzene). Yields the product BrC=1C=C(C=CC1)N1C=CC2=CC(=CC=C12)OCCCCN(CC)CC ({4-[1-(3-Bromo-phenyl)-1H-indol-5-yloxy]-butyl}-diethyl-amine). Reaction SMILES: [CH2:1]([N:3]([CH2:18][CH3:19])[CH2:4][CH2:5][CH2:6][CH2:7][O:8][C:9]1[CH:10]=[C:11]2[C:15](=[CH:16][CH:17]=1)[NH:14][CH:13]=[CH:12]2)[CH3:2].[Br:20][C:21]1[CH:26]=[CH:25][CH:24]=[C:23](F)[CH:22]=1>>[Br:20][C:21]1[CH:22]=[C:23]([N:14]2[C:15]3[C:11](=[CH:10][C:9]([O:8][CH2:7][CH2:6][CH2:5][CH2:4][N:3]([CH2:1][CH3:2])[CH2:18][CH3:19])=[CH:17][CH:16]=3)[CH:12]=[CH:13]2)[CH:24]=[CH:25][CH:26]=1. Reported procedure: In analogy to example 4.6, Diethyl-[4-(1H-indol-5-yloxy)-butyl]-amine and 1-bromo-3-fluoro-benzene were converted to yield {4-[1-(3-Bromo-phenyl)-1H-indol-5-yloxy]-butyl}-diethyl-amine as light yellow oil, MS: 415 (MH+, 1Br). The reactants are C[O-].[Na+] (sodium methylate), COC=1C(=[N+](C=CC1[N+](=O)[O-])[O-])C (3-methoxy-2-methyl-4-nitropyridine 1-oxide), S(O)(O)(=O)=O (sulfuric acid). The solvent is CO (methanol). Reaction conditions: temperature 40 celsius, time 16 hour. Product: COC=1C(=[N+](C=CC1OC)[O-])C (3,4-dimethoxy-2-methyl-pyridine 1-oxide). Yield: 88.0%. RXN SMILES: [CH3:1][O:2][C:3]1[C:4]([CH3:13])=[N+:5]([O-:12])[CH:6]=[CH:7][C:8]=1[N+]([O-])=O.[CH3:14][O-:15].[Na+].S(=O)(=O)(O)O>CO>[CH3:1][O:2][C:3]1[C:4]([CH3:13])=[N+:5]([O-:12])[CH:6]=[CH:7][C:8]=1[O:15][CH3:14] |f:1.2|. Procedure: 4.5 g (25 mmol) of 3-methoxy-2-methyl-4-nitropyridine 1-oxide are stirred at 40° C. in 75 ml of dry methanol, after addition of 4.7 ml of 30% strength sodium methylate solution, for 16 hours. The mixture is then cooled, brought to pH 7 with concentrated sulfuric acid, filtered and concentrated completely in vacuo, the oily, reddish residue is taken up in 50 ml of toluene, the mixture is filtered again to remove insoluble constituents and the filtrate is concentrated to dryness. The yellow oily r...